The task is: describe an organic reaction: reactants, conditions, products, and yield. This data is from the Open Reaction Database (ORD), a public repository of structured organic reaction records. Reactants: NC=1SC=C(N1)CC(=O)OCC (ethyl 2-amino-4-thiazolylacetate), ClC=1C=C(C=C(C1)Cl)S(=O)(=O)Cl (3,5-dichlorobenzenesulfonyl chloride). Yields the product ClC=1C=C(C=C(C1)Cl)S(=O)(=O)NC=1SC=C(N1)CC(=O)OCC (Ethyl (2-{[(3,5-dichlorophenyl)sulfonyl]amino}-1,3-thiazol-4-yl)acetate), solid. As a reaction SMILES: [NH2:1][C:2]1[S:3][CH:4]=[C:5]([CH2:7][C:8]([O:10][CH2:11][CH3:12])=[O:9])[N:6]=1.[Cl:13][C:14]1[CH:15]=[C:16]([S:21](Cl)(=[O:23])=[O:22])[CH:17]=[C:18]([Cl:20])[CH:19]=1>>[Cl:20][C:18]1[CH:17]=[C:16]([S:21]([NH:1][C:2]2[S:3][CH:4]=[C:5]([CH2:7][C:8]([O:10][CH2:11][CH3:12])=[O:9])[N:6]=2)(=[O:22])=[O:23])[CH:15]=[C:14]([Cl:13])[CH:19]=1. Procedure: The title compound was prepared from ethyl 2-amino-4-thiazolylacetate and 3,5-dichlorobenzenesulfonyl chloride as described in the synthetic METHOD B to give a white solid (42.2 mg) with purity >90%. LCMS (pos) m/z 395.0, 397.0. Procedure: To a solution of methyl 4-chlorobenzoate (300 mg, 1.76 mmol) and Fe(acac)3 (71 mg, 0.2 mmol) in THF (7 mL) and NMP (1.1 mL) at −60° C. is added a solution of C14H29MgCl (1M in THF, 2.3 mL). The mixture immediately turns black and becomes viscous after 3 min. Work-up as described above provides methyl 4-(tetradecyl)benzoate as a low-melting solid (92%). Mp=28–29° C. 1H NMR (300 MHz, CDCl3): δ 7.92 (dd, 2H, J=6.5, 1.8 Hz), 7.21 (dd, 2H, J=6.4, 1.7 Hz), 3.87 (s, 3H), 2.63 (t, 2H, J=7.7 Hz), 1.60 (m... The product is C(CCCCCCCCCCCCC)C1=CC=C(C(=O)OC)C=C1 (methyl 4-(tetradecyl)benzoate). As a reaction SMILES: Cl[C:2]1[CH:11]=[CH:10][C:5]([C:6]([O:8][CH3:9])=[O:7])=[CH:4][CH:3]=1.[CH2:12]([Mg]Cl)[CH2:13][CH2:14][CH2:15][CH2:16][CH2:17][CH2:18][CH2:19][CH2:20][CH2:21][CH2:22][CH2:23][CH2:24][CH3:25]>C1COCC1.CN1C(=O)CCC1>[CH2:25]([C:2]1[CH:11]=[CH:10][C:5]([C:6]([O:8][CH3:9])=[O:7])=[CH:4][CH:3]=1)[CH2:24][CH2:23][CH2:22][CH2:21][CH2:20][CH2:19][CH2:18][CH2:17][CH2:16][CH2:15][CH2:14][CH2:13][CH3:12]. Conditions: time 3 minute. Starting materials: ClC1=CC=C(C(=O)OC)C=C1 (methyl 4-chlorobenzoate), Fe(acac)3, C(CCCCCCCCCCCCC)[Mg]Cl (C14H29MgCl). Yield: 92.0%. Run in C1CCOC1 (THF), CN1CCCC1=O (NMP). Reactants: FC(C(C(=O)O)(O)C(F)F)F (2,2,-bis-difluoromethyl-2-hydroxy-acetic acid), C(=O)(C=1NC=CN1)C=1NC=CN1 (carbonyl diimidazole), NC1=CC=C(C(=O)C2=CC=CC=C2)C=C1 (4-aminobenzophenone). Run in O1CCCC1 (tetrahydrofuran). Yields the product C1(=CC=CC=C1)C(=O)C1=CC=C(C=C1)NC(C(C(F)F)(C(F)F)O)=O (N-[4-(Phenylcarbonyl)phenyl]-3,3-difluoro-2-hydroxy-2-difluoromethylpropanamide). Yield: 25.0%. RXN SMILES: [F:1][CH:2]([F:11])[C:3]([CH:8]([F:10])[F:9])([OH:7])[C:4](O)=[O:5].C(C1NC=CN=1)(C1NC=CN=1)=O.[NH2:24][C:25]1[CH:38]=[CH:37][C:28]([C:29]([C:31]2[CH:36]=[CH:35][CH:34]=[CH:33][CH:32]=2)=[O:30])=[CH:27][CH:26]=1>O1CCCC1>[C:31]1([C:29]([C:28]2[CH:27]=[CH:26][C:25]([NH:24][C:4](=[O:5])[C:3]([OH:7])([CH:8]([F:10])[F:9])[CH:2]([F:11])[F:1])=[CH:38][CH:37]=2)=[O:30])[CH:32]=[CH:33][CH:34]=[CH:35][CH:36]=1. Reported procedure: To a solution of 2,2,-bis-difluoromethyl-2-hydroxy-acetic acid (1.76 g, 10 mmole) in tetrahydrofuran (40ml) was added carbonyl diimidazole (0.81 g, 5 mmole). The flask was placed in a sonic bath and the reaction sonicated for 20 minutes followed by addition of 4-aminobenzophenone. The reaction was sonicated for 18 hours. The reaction mixture was filtered and the filtrate evaporated to dryness. The recovered pasty solid was washed with ether and the combined ether washings evaporated. The recover... Starting materials: ClC=1C=CC(=C(C1)C1=CC(N(C=C1OC)C(C(=O)OC(C)(C)C)CC(CC)OC)=O)C#N (tert-butyl 2-[4-(5-chloro-2-cyanophenyl)-5-methoxy-2-oxopyridin-1(2H)-yl]-4-methoxyhexanoate), FC(C(=O)O)(F)F (trifluoroacetic acid). Yields the product ClC=1C=CC(=C(C1)C1=CC(N(C=C1OC)C(C(=O)O)CC(CC)OC)=O)C#N (2-[4-(5-Chloro-2-cyanophenyl)-5-methoxy-2-oxopyridin-1(2H)-yl]-4-methoxyhexanoic acid). As a reaction SMILES: [Cl:1][C:2]1[CH:3]=[CH:4][C:5]([C:31]#[N:32])=[C:6]([C:8]2[C:13]([O:14][CH3:15])=[CH:12][N:11]([CH:16]([CH2:24][CH:25]([O:28][CH3:29])[CH2:26][CH3:27])[C:17]([O:19]C(C)(C)C)=[O:18])[C:10](=[O:30])[CH:9]=2)[CH:7]=1.FC(F)(F)C(O)=O>>[Cl:1][C:2]1[CH:3]=[CH:4][C:5]([C:31]#[N:32])=[C:6]([C:8]2[C:13]([O:14][CH3:15])=[CH:12][N:11]([CH:16]([CH2:24][CH:25]([O:28][CH3:29])[CH2:26][CH3:27])[C:17]([OH:19])=[O:18])[C:10](=[O:30])[CH:9]=2)[CH:7]=1. Reported procedure: 668 mg (1.45 mmol) of tert-butyl 2-[4-(5-chloro-2-cyanophenyl)-5-methoxy-2-oxopyridin-1(2H)-yl]-4-methoxyhexanoate (mixture of racemic diastereomers) were hydrolysed with trifluoroacetic acid according to General Method 6A. Yield: 623 mg (purity 94%, quant.) The reactants are COC1=CC=C2CCC(C2=C1)(O)C1=CC=CC=C1 (6-methoxy-1-phenyl-indan-1-ol), C1(=CC=C(C=C1)S(=O)(=O)O)C (p-toluenesulfonic acid). Run in C1(=CC=CC=C1)C (toluene). Yields the product C1(=CC=CC=C1)C1C=CC2=CC=C(C=C12)OC (1-phenyl-6-methoxy-indene). Yield: 59.1%. As a reaction SMILES: [CH3:1][O:2][C:3]1[CH:11]=[C:10]2[C:6]([CH2:7][CH2:8][C:9]2([C:13]2[CH:18]=[CH:17][CH:16]=[CH:15][CH:14]=2)O)=[CH:5][CH:4]=1.C1(C)C=CC(S(O)(=O)=O)=CC=1>C1(C)C=CC=CC=1>[C:13]1([CH:9]2[C:10]3[C:6](=[CH:5][CH:4]=[C:3]([O:2][CH3:1])[CH:11]=3)[CH:7]=[CH:8]2)[CH:18]=[CH:17][CH:16]=[CH:15][CH:14]=1. Procedure: To 1.5 L of toluene was added 32 g (0.133 mol) of 6-methoxy-1-phenyl-indan-1-ol and 100 mg of p-toluenesulfonic acid and the mixture was placed on a Rotovap® and the solvent was distilled in vacuo (40 mm) until a brown oil residue was obtained. The brown oil was chromatographed (silica, 1:1 hexane/methylene chloride) to afford 17.47 g (60.2 %) of 1-phenyl-6-methoxy-indene as a pale yellow oil.